From a dataset of the Open Reaction Database (ORD), a public repository of structured organic reaction records. describe an organic reaction: reactants, conditions, products, and yield Reactants: C(\C=C/C(=O)O)(=O)O.CC1=C(N=CN1)/C=C/C(=O)C1=CC=CC2=CC=CC=C12 ((E)-3-(5-methyl-1H-imidazol-4-yl)-1-(1-naphthalenyl)-2-propen-1-one maleate). The reagents and catalysts are [Pd]=O (palladium oxide). Solvent: CO (methanol), CO (methanol). Yields the product C(CCC(=O)O)(=O)O.CC1=C(N=CN1)CCC(=O)C1=CC=CC2=CC=CC=C12 (3-(5-Methyl-1H-imidazol-4-yl)-1-(1-naphthalenyl)-1-propanone succinate). RXN SMILES: [C:1]([OH:8])(=[O:7])/[CH:2]=[CH:3]\[C:4]([OH:6])=[O:5].[CH3:9][C:10]1[NH:14][CH:13]=[N:12][C:11]=1/[CH:15]=[CH:16]/[C:17]([C:19]1[C:28]2[C:23](=[CH:24][CH:25]=[CH:26][CH:27]=2)[CH:22]=[CH:21][CH:20]=1)=[O:18]>CO.[Pd]=O>[C:1]([OH:8])(=[O:7])[CH2:2][CH2:3][C:4]([OH:6])=[O:5].[CH3:9][C:10]1[NH:14][CH:13]=[N:12][C:11]=1[CH2:15][CH2:16][C:17]([C:19]1[C:28]2[C:23](=[CH:24][CH:25]=[CH:26][CH:27]=2)[CH:22]=[CH:21][CH:20]=1)=[O:18] |f:0.1,4.5|. Procedure: A suspension of (E)-3-(5-methyl-1H-imidazol-4-yl)-1-(1-naphthalenyl)-2-propen-1-one maleate (0.38 g) in methanol (50 ml) was hydrogenated at room temperature and atmospheric pressure over a stirred suspension of pre-reduced 10% palladium oxide on carbon (50% aqueous paste; 40 mg) in methanol (10 ml) for 2 h. The reaction mixture was filtered, the filtrate was concentrated in vacuo to ca. 5 ml, and diluted with dry ether (ca. 150 ml) to precipitate the title compound (0.28 g) as a solid, m.p. 107... Starting materials: [N+](=O)([O-])C1=CC=C(C=C1)CC(=O)N1CC2=CC(=C(C=C2CC1)OC)OC (N-(4-Nitrophenylacetyl)-1,2,3,4-tetrahydro-6,7-dimethoxyisoquinoline), B (borane), Cl (HCl). The solvent is O1CCCC1 (tetrahydrofuran), O1CCCC1 (tetrahydrofuran). Yields the product hydrochloride salt, Cl.[N+](=O)([O-])C1=CC=C(CCN2CC3=CC(=C(C=C3CC2)OC)OC)C=C1 (N-(4-nitrophenethyl)-1,2,3,4-tetrahydro-6,7-dimethoxyisoquinoline hydrochloride). As a reaction SMILES: [N+:1]([C:4]1[CH:9]=[CH:8][C:7]([CH2:10][C:11]([N:13]2[CH2:22][CH2:21][C:20]3[C:15](=[CH:16][C:17]([O:25][CH3:26])=[C:18]([O:23][CH3:24])[CH:19]=3)[CH2:14]2)=O)=[CH:6][CH:5]=1)([O-:3])=[O:2].B.[ClH:28]>O1CCCC1>[ClH:28].[N+:1]([C:4]1[CH:9]=[CH:8][C:7]([CH2:10][CH2:11][N:13]2[CH2:22][CH2:21][C:20]3[C:15](=[CH:16][C:17]([O:25][CH3:26])=[C:18]([O:23][CH3:24])[CH:19]=3)[CH2:14]2)=[CH:6][CH:5]=1)([O-:3])=[O:2] |f:4.5|. Reported procedure: N-(4-Nitrophenylacetyl)-1,2,3,4-tetrahydro-6,7-dimethoxyisoquinoline (28.45 g, 0.08 m) was added portionwise to a stirred solution of 1 M borane in tetrahydrofuran (320 ml, 0.32 m) which was diluted with 180 ml of dry tetrahydrofuran and maintained under nitrogen. The mixture was heated to reflux for 3 hours, then cooled in an ice bath and carefully treated with 100 ml of 20% HCl. The mixture was heated to reflux for 1 hour, then allowed to cool. The solvent was removed at an aspirator (40°) and...